This data is from the Open Reaction Database (ORD), a public repository of structured organic reaction records. The task is: describe an organic reaction: reactants, conditions, products, and yield Starting materials: C1CCOC1, O=C(Cl)c1ccc(Oc2cc(Cl)cc(Cl)c2)o1, CC(C)C(=O)Nc1cccc(C2CCN(CCCCCCN)CC2)c1. The product is CC(C)C(=O)Nc1cccc(C2CCN(CCCCCCNC(=O)c3ccc(Oc4cc(Cl)cc(Cl)c4)o3)CC2)c1. Reaction SMILES: [CH2:43]1[O:44][CH2:45][CH2:46][CH2:47]1.[Cl:26][c:27]1[cH:28][c:29]([O:30][c:31]2[cH:32][cH:33][c:34]([C:36](=[O:37])[Cl:38])[o:35]2)[cH:39][c:40]([Cl:42])[cH:41]1.[NH2:1][CH2:2][CH2:3][CH2:4][CH2:5][CH2:6][CH2:7][N:8]1[CH2:9][CH2:10][CH:11]([c:14]2[cH:15][c:16]([NH:20][C:21]([CH:22]([CH3:23])[CH3:24])=[O:25])[cH:17][cH:18][cH:19]2)[CH2:12][CH2:13]1>>[NH:1]([CH2:2][CH2:3][CH2:4][CH2:5][CH2:6][CH2:7][N:8]1[CH2:9][CH2:10][CH:11]([c:14]2[cH:15][c:16]([NH:20][C:21]([CH:22]([CH3:23])[CH3:24])=[O:25])[cH:17][cH:18][cH:19]2)[CH2:12][CH2:13]1)[C:36]([c:34]1[cH:33][cH:32][c:31]([O:30][c:29]2[cH:28][c:27]([Cl:26])[cH:41][c:40]([Cl:42])[cH:39]2)[o:35]1)=[O:37].